Dataset: the Open Reaction Database (ORD), a public repository of structured organic reaction records. Task: describe an organic reaction: reactants, conditions, products, and yield Starting materials: C(=O)([O-])[O-].[K+].[K+] (K2CO3), tetrakis(triphenylphosphine)Pd(0), ClC1=NC=CC(=N1)Cl (2,4-dichloropyrimidine), C1(=CC=CC=C1)B(O)O (benzeneboronic acid). Solvent: C1(=CC=CC=C1)C (toluene), CO (methanol), O.C(C)(C)(C)OC (water methyl tert-butyl ether). Conditions: time 3 hour. Yields the product ClC1=NC=CC(=N1)C1=CC=CC=C1 (2-Chloro-4-phenylpyrimidine). RXN SMILES: C([O-])([O-])=O.[K+].[K+].[Cl:7][C:8]1[N:13]=[C:12](Cl)[CH:11]=[CH:10][N:9]=1.[C:15]1(B(O)O)[CH:20]=[CH:19][CH:18]=[CH:17][CH:16]=1>C1(C)C=CC=CC=1.CO.O.C(OC)(C)(C)C>[Cl:7][C:8]1[N:13]=[C:12]([C:15]2[CH:20]=[CH:19][CH:18]=[CH:17][CH:16]=2)[CH:11]=[CH:10][N:9]=1 |f:0.1.2,7.8|. Reported procedure: 2.78 g (20.14 mmol) of K2CO3, 0.21 g (0.18 mmol) of tetrakis(triphenylphosphine)Pd(0) were added to 1.00 g (6.71 mmol) of 2,4-dichloropyrimidine and 0.82 g (6.71 mmol) of benzeneboronic acid in 29 ml of toluene and 7 ml of methanol, and the reaction mixture was stirred at room temperature for 3 hours. The residue after concentration of the reaction mixture was taken up in water/methyl tert-butyl ether. The aqueous phase was then extracted twice with methyl tert-butyl ether. Thereafter the combin...